The task is: describe an organic reaction: reactants, conditions, products, and yield. This data is from the Open Reaction Database (ORD), a public repository of structured organic reaction records. Reactants: CCO, CCO, CN(C)P(=O)(N(C)C)N(C)C, CS(=O)(=O)OCCCCCCCCCCCC(F)(F)C(F)(F)F, CCOC(=O)c1ccc(N)cc1, O. Yields the product CCOC(=O)c1ccc(NCCCCCCCCCCCC(F)(F)C(F)(F)F)cc1. As a reaction SMILES: [CH2:51]([OH:52])[CH3:53].[CH3:36][CH2:37][OH:38].[CH3:39][N:40]([P:41]([N:42]([CH3:43])[CH3:44])([N:45]([CH3:46])[CH3:47])=[O:48])[CH3:49].[F:1][C:2]([C:3]([F:4])([F:5])[F:6])([CH2:7][CH2:8][CH2:9][CH2:10][CH2:11][CH2:12][CH2:13][CH2:14][CH2:15][CH2:16][CH2:17][O:18][S:19]([CH3:20])(=[O:21])=[O:22])[F:23].[NH2:24][c:25]1[cH:26][cH:27][c:28]([C:29](=[O:30])[O:31][CH2:32][CH3:33])[cH:34][cH:35]1.[OH2:50]>>[F:1][C:2]([C:3]([F:4])([F:5])[F:6])([CH2:7][CH2:8][CH2:9][CH2:10][CH2:11][CH2:12][CH2:13][CH2:14][CH2:15][CH2:16][CH2:17][NH:24][c:25]1[cH:26][cH:27][c:28]([C:29](=[O:30])[O:31][CH2:32][CH3:33])[cH:34][cH:35]1)[F:23]. The reactants are C1CCOC1, CN, CCO, COC(=O)c1cc([N+](=O)[O-])ccc1OC. Product: CNC(=O)c1cc([N+](=O)[O-])ccc1OC. Reaction SMILES: [CH2:21]1[O:22][CH2:23][CH2:24][CH2:25]1.[CH3:16][NH2:17].[CH3:18][CH2:19][OH:20].[CH3:1][O:2][c:3]1[c:4]([C:5](=[O:6])[O:7][CH3:8])[cH:9][c:10]([N+:13](=[O:14])[O-:15])[cH:11][cH:12]1>>[CH3:1][O:2][c:3]1[c:4]([C:5](=[O:6])[NH:17][CH3:16])[cH:9][c:10]([N+:13](=[O:14])[O-:15])[cH:11][cH:12]1. Starting materials: C(C)(=O)C=1C=C(OC2=NC=NC(=C2CC(=O)OC)OC)C=CC1 (methyl 4-(3-acetylphenoxy)-6-methoxy-pyrimidin-5-yl-acetate), C(CO)O (ethylene glycol), C1(=CC=C(C=C1)S(=O)(=O)O)C (p-toluene sulfonic acid). Product: CC1(OCCO1)C=1C=C(OC2=NC=NC(=C2CC(=O)OC)OC)C=CC1 (methyl 4-[3-(2-methyldioxolan-2-yl)-phenoxy]-6-methoxy-pyrimidin-5-yl-acetate). Isolated yield 95.6%. As a reaction SMILES: [C:1]([C:4]1[CH:5]=[C:6]([CH:21]=[CH:22][CH:23]=1)[O:7][C:8]1[C:13]([CH2:14][C:15]([O:17][CH3:18])=[O:16])=[C:12]([O:19][CH3:20])[N:11]=[CH:10][N:9]=1)(=[O:3])[CH3:2].[CH2:24](O)[CH2:25][OH:26].C1(C)C=CC(S(O)(=O)=O)=CC=1>>[CH3:2][C:1]1([C:4]2[CH:5]=[C:6]([CH:21]=[CH:22][CH:23]=2)[O:7][C:8]2[C:13]([CH2:14][C:15]([O:17][CH3:18])=[O:16])=[C:12]([O:19][CH3:20])[N:11]=[CH:10][N:9]=2)[O:26][CH2:25][CH2:24][O:3]1. Procedure: A mixture of methyl 4-(3-acetylphenoxy)-6-methoxy-pyrimidin-5-yl-acetate (15.0 g, 47 mmol), ethylene glycol (7.9 ml, 140 mmol) and p-toluene sulfonic acid is refluxed, removing the water azeotropically. After two hours the organic phase is washed with saturated sodium carbonate solution, dried (MgSO4) and evaporated to give the methyl 4-[3-(2-methyldioxolan-2-yl)-phenoxy]-6-methoxy-pyrimidin-5-yl-acetate as a yellow oil (16.2 g).